This data is from the Open Reaction Database (ORD), a public repository of structured organic reaction records. The task is: describe an organic reaction: reactants, conditions, products, and yield Starting materials: CC(=O)CC(C)=O, CSc1cccc(N)c1, CC(=O)[O-], CCO, Cl, O=N[O-], [Na+], [Na+], O. Product: CSc1cccc(NN=C(C(C)=O)C(C)=O)c1. As a reaction SMILES: [CH3:14][C:15]([CH2:16][C:17]([CH3:18])=[O:19])=[O:20].[CH3:1][S:2][c:3]1[cH:4][c:5]([NH2:6])[cH:7][cH:8][cH:9]1.[CH3:22][C:23](=[O:24])[O-:25].[CH3:28][CH2:29][OH:30].[ClH:26].[N:10]([O-:11])=[O:12].[Na+:13].[Na+:21].[OH2:27]>>[CH3:1][S:2][c:3]1[cH:4][c:5]([NH:6][N:10]=[C:16]([C:15]([CH3:14])=[O:20])[C:17]([CH3:18])=[O:19])[cH:7][cH:8][cH:9]1.